The task is: describe an organic reaction: reactants, conditions, products, and yield. This data is from the Open Reaction Database (ORD), a public repository of structured organic reaction records. The reactants are ClC(=CCOC1=CC(=C(OCCO)C(=C1)Cl)Cl)Cl (2-[4-(3,3-dichloroprop-2-enyloxy)-2,6-dichlorophenoxy]ethan-1-ol), C(Br)(Br)(Br)Br (carbon tetrabromide), C1(=CC=CC=C1)P(C1=CC=CC=C1)C1=CC=CC=C1 (triphenylphosphine). Solvent: C(Cl)Cl (methylene chloride). Conditions: time 18 hour. Product: ClC(=CCOC1=CC(=C(OCCBr)C(=C1)Cl)Cl)Cl (1-[4-(3,3-dichloroprop-2-enyloxy)-2,6-dichlorophenoxy]-2-bromoethane). Yield: 91.2%. Reaction SMILES: [Cl:1][C:2]([Cl:18])=[CH:3][CH2:4][O:5][C:6]1[CH:15]=[C:14]([Cl:16])[C:9]([O:10][CH2:11][CH2:12]O)=[C:8]([Cl:17])[CH:7]=1.C(Br)(Br)(Br)[Br:20].C1(P(C2C=CC=CC=2)C2C=CC=CC=2)C=CC=CC=1>C(Cl)Cl>[Cl:1][C:2]([Cl:18])=[CH:3][CH2:4][O:5][C:6]1[CH:15]=[C:14]([Cl:16])[C:9]([O:10][CH2:11][CH2:12][Br:20])=[C:8]([Cl:17])[CH:7]=1. Reported procedure: A stirred solution of 2.5 grams (0.0075 mole) of 2-[4-(3,3-dichloroprop-2-enyloxy)-2,6-dichlorophenoxy]ethan-1-ol and 3.1 grams (0.0094 mole) of carbon tetrabromide in 150 mL of methylene chloride was cooled to 0-4° C. and 6.0 grams (0.0152 mole) of triphenylphosphine was added portion-wise. Upon completion of addition the reaction mixture was allowed to warm to ambient temperature where it stirred during an 18 hour period. After this time the reaction mixture was concentrated under reduced pres... Starting materials: O=C(O)n1cnc2c(CBr)cccc21, CC(C)=O, [I-], [N-]=[N+]=[N-], [Na+], [Na+]. The product is [N-]=[N+]=NCc1cccc2c1ncn2C(=O)O. Reaction SMILES: [Br:1][CH2:2][c:3]1[cH:4][cH:5][cH:6][c:7]2[n:8]([C:12](=[O:13])[OH:14])[cH:9][n:10][c:11]12.[CH3:21][C:22](=[O:23])[CH3:24].[I-:20].[N-:16]=[N+:17]=[N-:18].[Na+:15].[Na+:19]>>[CH2:2]([c:3]1[cH:4][cH:5][cH:6][c:7]2[n:8]([C:12](=[O:13])[OH:14])[cH:9][n:10][c:11]12)[N:16]=[N+:17]=[N-:18]. The reactants are N (ammonia), CO (methyl alcohol), C(C)(=O)OCC=1CS[C@H]2N(C1C(=O)O)C(C2N)=O (3-acetoxymethyl-7-amino-3-cephem-4-carboxylic acid), NC1=NC(N(C(=C1)N)C)=S (4,6-diamino-1-methyl-2-(1H)pyrimidinethione), resultant solution, boron trifluoride diethylether, ice water. The solvent is C(C)#N (acetonitrile). Reaction conditions: temperature 0 celsius, time 3 hour. Yields the product NC1[C@@H]2N(C(=C(CS2)CSC2=[N+](C(=CC(=N2)N)N)C)C(=O)[O-])C1=O (7-amino-3-(4,6-diamino-1-methyl-pyrimidinium-2-yl)thiomethyl-3-cephem-4-carboxylate). The yield is 73.1%. Reaction SMILES: C(O[CH2:5][C:6]1[CH2:7][S:8][C@@H:9]2[CH:16]([NH2:17])[C:15](=[O:18])[N:10]2[C:11]=1[C:12]([OH:14])=[O:13])(=O)C.[NH2:19][C:20]1[CH:25]=[C:24]([NH2:26])[N:23]([CH3:27])[C:22](=[S:28])[N:21]=1.CO.N>C(#N)C>[NH2:17][CH:16]1[C:15](=[O:18])[N:10]2[C:11]([C:12]([O-:14])=[O:13])=[C:6]([CH2:5][S:28][C:22]3[N:21]=[C:20]([NH2:19])[CH:25]=[C:24]([NH2:26])[N+:23]=3[CH3:27])[CH2:7][S:8][C@H:9]12. Procedure: Under an anhydrous condition, a solution containing 2.72 g of 3-acetoxymethyl-7-amino-3-cephem-4-carboxylic acid and 1.56 g of 4,6-diamino-1-methyl-2-(1H)pyrimidinethione suspended in 20 ml of dry acetonitrile was cooled to 0° C.; and 3.6 ml of boron trifluoride diethylether was added. The temperature of the reaction solution was increased to a room temperature, e.g., 18°-20° C.; the solution was stirred for three hours; and then 10 ml of methyl alcohol was added. The resultant solution was stir... The reactants are O=C(O)c1ccccc1, [Cl-], O=C1Cc2ccccc2N1. The product is O=C1Cc2cc(C(=O)c3ccccc3)ccc2N1. RXN SMILES: [C:12]([c:13]1[cH:14][cH:15][cH:16][cH:17][cH:18]1)(=[O:19])[OH:20].[Cl-:11].[NH:1]1[C:2](=[O:10])[CH2:3][c:4]2[cH:5][cH:6][cH:7][cH:8][c:9]21>>[NH:1]1[C:2](=[O:10])[CH2:3][c:4]2[cH:5][c:6]([C:12]([c:13]3[cH:14][cH:15][cH:16][cH:17][cH:18]3)=[O:19])[cH:7][cH:8][c:9]21. The reactants are CC(Br)CC1OCCO1, Fc1cnc(Cl)nc1, C1CCOC1, [Zn]. The product is CC(CC1OCCO1)c1ncc(F)cn1. As a reaction SMILES: [Br:1][CH:2]([CH2:3][CH:4]1[O:5][CH2:6][CH2:7][O:8]1)[CH3:9].[Cl:10][c:11]1[n:12][cH:13][c:14]([F:17])[cH:15][n:16]1.[O:18]1[CH2:19][CH2:20][CH2:21][CH2:22]1.[Zn:23]>>[CH:2]([CH2:3][CH:4]1[O:5][CH2:6][CH2:7][O:8]1)([CH3:9])[c:11]1[n:12][cH:13][c:14]([F:17])[cH:15][n:16]1.